Dataset: the Open Reaction Database (ORD), a public repository of structured organic reaction records. Task: describe an organic reaction: reactants, conditions, products, and yield Reactants: [BH4-], CC(C)O, COc1ccc(C=C[N+](=O)[O-])cc1OC, ClCCl, [Na+]. Product: COc1ccc(CC[N+](=O)[O-])cc1OC. As a reaction SMILES: [BH4-:20].[CH3:16][CH:17]([OH:18])[CH3:19].[CH3:1][O:2][c:3]1[cH:4][c:5]([CH:6]=[CH:7][N+:8](=[O:9])[O-:10])[cH:11][cH:12][c:13]1[O:14][CH3:15].[Cl:22][CH2:23][Cl:24].[Na+:21]>>[CH3:1][O:2][c:3]1[cH:4][c:5]([CH2:6][CH2:7][N+:8](=[O:9])[O-:10])[cH:11][cH:12][c:13]1[O:14][CH3:15]. The reactants are O=C1OCCC1Br, c1ccc(P(c2ccccc2)c2ccccc2)cc1, c1ccccc1. The product is [Br-], O=C1OCCC1[P+](c1ccccc1)(c1ccccc1)c1ccccc1. RXN SMILES: [Br:1][CH:2]1[C:3](=[O:7])[O:4][CH2:5][CH2:6]1.[c:8]1([P:14]([c:15]2[cH:16][cH:17][cH:18][cH:19][cH:20]2)[c:21]2[cH:22][cH:23][cH:24][cH:25][cH:26]2)[cH:9][cH:10][cH:11][cH:12][cH:13]1.[cH:27]1[cH:28][cH:29][cH:30][cH:31][cH:32]1>>[Br-:1].[CH:2]1([P+:14]([c:8]2[cH:9][cH:10][cH:11][cH:12][cH:13]2)([c:15]2[cH:16][cH:17][cH:18][cH:19][cH:20]2)[c:21]2[cH:22][cH:23][cH:24][cH:25][cH:26]2)[C:3](=[O:7])[O:4][CH2:5][CH2:6]1. Starting materials: ClC1=CC2=C(N(C(=N2)CN2N=C(C3=CC=CC=C23)S(=O)(=O)C)[C@H]2CNCC2)C=C1 (1-({5-chloro-1-[(3R)-(pyrrolidin-3-yl)]-1H-benzo[d]imidazol-2-yl}methyl)-3-(methylsulfonyl)-1H-indazole), C(CC)(=O)O (propionic acid), C(C)(=O)OC(C)=O (acetic anhydride). Product: ClC1=CC2=C(N(C(=N2)CN2N=C(C3=CC=CC=C23)S(=O)(=O)C)[C@H]2CN(CC2)C(CC)=O)C=C1 (1-[(3R)-3-(5-Chloro-2-{[3-(methylsulfonyl)-1H-indazol-1-yl]methyl}-1H-benzimidazol-1-yl)pyrrolidin-1-yl]propan-1-one). Reaction SMILES: [Cl:1][C:2]1[CH:29]=[CH:28][C:5]2[N:6]([C@@H:23]3[CH2:27][CH2:26][NH:25][CH2:24]3)[C:7]([CH2:9][N:10]3[C:18]4[C:13](=[CH:14][CH:15]=[CH:16][CH:17]=4)[C:12]([S:19]([CH3:22])(=[O:21])=[O:20])=[N:11]3)=[N:8][C:4]=2[CH:3]=1.[C:30](O)(=[O:33])[CH2:31][CH3:32].C(OC(=O)C)(=O)C>>[Cl:1][C:2]1[CH:29]=[CH:28][C:5]2[N:6]([C@@H:23]3[CH2:27][CH2:26][N:25]([C:30](=[O:33])[CH2:31][CH3:32])[CH2:24]3)[C:7]([CH2:9][N:10]3[C:18]4[C:13](=[CH:14][CH:15]=[CH:16][CH:17]=4)[C:12]([S:19]([CH3:22])(=[O:21])=[O:20])=[N:11]3)=[N:8][C:4]=2[CH:3]=1. Reported procedure: The title compound was prepared in analogy to Example 2-17 by using 1-({5-chloro-1-[(3R)-(pyrrolidin-3-yl)]-1H-benzo[d]imidazol-2-yl}methyl)-3-(methylsulfonyl)-1H-indazole and propionic acid instead of 1-{[5-chloro-1-(pyrrolidin-3-yl)-1H-benzo[d]imidazol-2-yl]methyl}-3-(methylsulfonyl)-1H-pyrazolo[3,4-c]pyridine and acetic anhydride.